From a dataset of the Open Reaction Database (ORD), a public repository of structured organic reaction records. describe an organic reaction: reactants, conditions, products, and yield Starting materials: C(C)(C)(C)OC(CN)=O (glycine tert-butyl ester), CC(CC=O)(C)C=1OC(=CC1)C (3-methyl-3-(5-methyl-furan-2-yl)-butyraldehyde). The solvent is C(Cl)Cl (CH2Cl2). The product is C(C)(C)(C)OC(C/N=C/CC(C)(C=1OC(=CC1)C)C)=O ([3-methyl-3-(5-methyl-furan-2-yl)-but-(E)-ylideneamino]-acetic acid tert-butyl ester). Yield: 101.4%. As a reaction SMILES: [C:1]([O:5][C:6](=[O:9])[CH2:7][NH2:8])([CH3:4])([CH3:3])[CH3:2].[CH3:10][C:11]([C:16]1[O:17][C:18]([CH3:21])=[CH:19][CH:20]=1)([CH3:15])[CH2:12][CH:13]=O>C(Cl)Cl>[C:1]([O:5][C:6](=[O:9])[CH2:7]/[N:8]=[CH:13]/[CH2:12][C:11]([CH3:15])([C:16]1[O:17][C:18]([CH3:21])=[CH:19][CH:20]=1)[CH3:10])([CH3:4])([CH3:3])[CH3:2]. Procedure: Step F In a manner similar to the method described in Example 1a, glycine tert-butyl ester (0.79 g, 6 mmol) was reacted with 3-methyl-3-(5-methyl-furan-2-yl)-butyraldehyde 1 g, 6 mmol) in CH2Cl2 at room temperature for 5 h to give [3-methyl-3-(5-methyl-furan-2-yl)-but-(E)-ylideneamino]-acetic acid tert-butyl ester as a colorless oil (1.7 g, 100%). Reactants: ClC1=CC=C(C=CCN(C)CCNS(=O)(=O)C=2C=3C=CN=CC3C=CC2)C=C1 (N-[2-(4-Chloro-N-methylcinnamylamino)ethyl]-5-isoquinolinesulfonamide), CN(CCO)C (2-dimethylamino ethanol), C1(=CC=CC=C1)P(C1=CC=CC=C1)C1=CC=CC=C1 (triphenylphosphine), N(=NC(=O)OCC)C(=O)OCC (diethyl azodicarboxylate). Run in C(C)(=O)OCC (ethyl acetate), O1CCCC1 (tetrahydrofuran), O1CCCC1 (tetrahydrofuran). Run at time 2 hour. The product is ClC1=CC=C(C=CCN(C)CCN(S(=O)(=O)C=2C=3C=CN=CC3C=CC2)CCN(C)C)C=C1 (N-[2-(4-Chloro-N-methylcinnamylamino)ethyl]-N-(2-dimethylaminoethyl)-5-isoquinolinesulfonamide). The yield is 65.8%. As a reaction SMILES: [Cl:1][C:2]1[CH:28]=[CH:27][C:5]([CH:6]=[CH:7][CH2:8][N:9]([CH2:11][CH2:12][NH:13][S:14]([C:17]2[C:18]3[CH:19]=[CH:20][N:21]=[CH:22][C:23]=3[CH:24]=[CH:25][CH:26]=2)(=[O:16])=[O:15])[CH3:10])=[CH:4][CH:3]=1.[CH3:29][N:30]([CH3:34])[CH2:31][CH2:32]O.C1(P(C2C=CC=CC=2)C2C=CC=CC=2)C=CC=CC=1.N(C(OCC)=O)=NC(OCC)=O>O1CCCC1.C(OCC)(=O)C>[Cl:1][C:2]1[CH:3]=[CH:4][C:5]([CH:6]=[CH:7][CH2:8][N:9]([CH2:11][CH2:12][N:13]([CH2:32][CH2:31][N:30]([CH3:34])[CH3:29])[S:14]([C:17]2[C:18]3[CH:19]=[CH:20][N:21]=[CH:22][C:23]=3[CH:24]=[CH:25][CH:26]=2)(=[O:15])=[O:16])[CH3:10])=[CH:27][CH:28]=1. Reported procedure: To a solution of 1.0 g of the amorphous compound obtained in Example 190, 0.267 g of 2-dimethylamino ethanol and 0.982 g of triphenylphosphine in 5 ml of tetrahydrofuran, was added dropwise a solution of 0.652 g of diethyl azodicarboxylate in 2 ml of tetrahydrofuran with stirring under ice cooling. After 2 hours, the reaction mixture was concentrated under a reduced pressure to remove tetrahydrofuran, and resulting residue was dissolved in 10 ml of ethyl acetate and extracted three times with 10... Product: CCOC(=O)c1[nH]nc(-c2ccccc2)c1C(=O)c1ccc(Cl)cc1N. As a reaction SMILES: [CH3:30][OH:31].[ClH:1].[c:2]1(-[c:8]2[n:9][nH:10][c:11]([C:25](=[O:26])[O:27][CH2:28][CH3:29])[c:12]2[C:13]([c:14]2[c:15]([N+:21]([O-:22])=[O:23])[cH:16][c:17]([Cl:20])[cH:18][cH:19]2)=[O:24])[cH:3][cH:4][cH:5][cH:6][cH:7]1>>[c:2]1(-[c:8]2[n:9][nH:10][c:11]([C:25](=[O:26])[O:27][CH2:28][CH3:29])[c:12]2[C:13]([c:14]2[c:15]([NH2:21])[cH:16][c:17]([Cl:20])[cH:18][cH:19]2)=[O:24])[cH:3][cH:4][cH:5][cH:6][cH:7]1. Starting materials: CO, Cl, CCOC(=O)c1[nH]nc(-c2ccccc2)c1C(=O)c1ccc(Cl)cc1[N+](=O)[O-]. Reactants: C1CCOC1, CCCCNc1nc(C(F)(F)F)ccc1C#CC(=O)OC, Cl. Product: CCCCNc1nc(C(F)(F)F)ccc1C#CC(=O)O. As a reaction SMILES: [CH2:23]1[O:24][CH2:25][CH2:26][CH2:27]1.[CH3:1][O:2][C:3]([C:4]#[C:5][c:6]1[c:7]([NH:16][CH2:17][CH2:18][CH2:19][CH3:20])[n:8][c:9]([C:12]([F:13])([F:14])[F:15])[cH:10][cH:11]1)=[O:21].[ClH:22]>>[O:2]=[C:3]([C:4]#[C:5][c:6]1[c:7]([NH:16][CH2:17][CH2:18][CH2:19][CH3:20])[n:8][c:9]([C:12]([F:13])([F:14])[F:15])[cH:10][cH:11]1)[OH:21]. Procedure details: The resulting solution, which contained sodium 3-azido-2-trifluoromethoxytrifluoropropionate, was stirred with 69.3 g (0.55 mole) of dimethyl sulfate for 3 hr. until an initial exothermic reaction subsided. Volatiles were removed at 50° (2 mm, 2.6×10-1 kPa), and the resulting crude ester was fractionated to yield 111.8 g (84%) of methyl 3-azido-2-trifluoromethoxytrifluoropropionate, bp 38°-41° (24 mm, 2.1 kPa). IR (CCl4): 3010, 2960, and 2850 (sat'd CH); 2150 (N3), 1780 (C=O), and 1100-1250 cm-1... Yields the product N(=[N+]=[N-])C(C(C(=O)OC)(OC(F)(F)F)F)(F)F (methyl 3-azido-2-trifluoromethoxytrifluoropropionate). Isolated yield 84.0%. As a reaction SMILES: [N:1]([C:4]([F:16])([F:15])[C:5]([F:14])([O:9][C:10]([F:13])([F:12])[F:11])[C:6]([O-:8])=[O:7])=[N+:2]=[N-:3].[Na+].S(OC)(O[CH3:22])(=O)=O>>[N:1]([C:4]([F:15])([F:16])[C:5]([F:14])([O:9][C:10]([F:12])([F:13])[F:11])[C:6]([O:8][CH3:22])=[O:7])=[N+:2]=[N-:3] |f:0.1|. The reactants are N(=[N+]=[N-])C(C(C(=O)[O-])(OC(F)(F)F)F)(F)F.[Na+] (sodium 3-azido-2-trifluoromethoxytrifluoropropionate), S(=O)(=O)(OC)OC (dimethyl sulfate). RXN SMILES: [Cl:4][c:5]1[c:6]([CH2:7][n:8]2[c:9]([N:25]3[CH2:26][CH:27]([NH:31][C:32]([O:33][C:34]([CH3:35])([CH3:36])[CH3:37])=[O:38])[CH2:28][CH2:29][CH2:30]3)[c:10]([C:23]#[N:24])[c:11]3[n:12][c:13]([S:19]([CH3:20])(=[O:21])=[O:22])[n:14]([CH3:18])[c:15](=[O:17])[c:16]23)[cH:39][c:40]([F:43])[cH:41][cH:42]1.[Na:1][C:2]#[N:3].[O:45]1[CH2:46][CH2:47][CH2:48][CH2:49]1.[OH2:44]>>[C:2](#[N:3])[c:13]1[n:12][c:11]2[c:10]([C:23]#[N:24])[c:9]([N:25]3[CH2:26][CH:27]([NH:31][C:32]([O:33][C:34]([CH3:35])([CH3:36])[CH3:37])=[O:38])[CH2:28][CH2:29][CH2:30]3)[n:8]([CH2:7][c:6]3[c:5]([Cl:4])[cH:42][cH:41][c:40]([F:43])[cH:39]3)[c:16]2[c:15](=[O:17])[n:14]1[CH3:18]. Product: Cn1c(C#N)nc2c(C#N)c(N3CCCC(NC(=O)OC(C)(C)C)C3)n(Cc3cc(F)ccc3Cl)c2c1=O. Reactants: Cn1c(S(C)(=O)=O)nc2c(C#N)c(N3CCCC(NC(=O)OC(C)(C)C)C3)n(Cc3cc(F)ccc3Cl)c2c1=O, N#C[Na], C1CCOC1, O. Reactants: CCCCO, CSC1=Nc2ccc(Cl)cc2CS1, CC(=O)c1ccc(N)cc1. Yields the product CC(=O)c1ccc(NC2=Nc3ccc(Cl)cc3CS2)cc1. Reaction SMILES: [CH2:24]([OH:25])[CH2:26][CH2:27][CH3:28].[Cl:1][c:2]1[cH:3][cH:4][c:5]2[c:6]([cH:13]1)[CH2:7][S:8][C:9]([S:11][CH3:12])=[N:10]2.[NH2:14][c:15]1[cH:16][cH:17][c:18]([C:21]([CH3:22])=[O:23])[cH:19][cH:20]1>>[Cl:1][c:2]1[cH:3][cH:4][c:5]2[c:6]([cH:13]1)[CH2:7][S:8][C:9]([NH:14][c:15]1[cH:16][cH:17][c:18]([C:21]([CH3:22])=[O:23])[cH:19][cH:20]1)=[N:10]2.